Dataset: the Open Reaction Database (ORD), a public repository of structured organic reaction records. Task: describe an organic reaction: reactants, conditions, products, and yield The reactants are C(=O)(O)[O-].[Na+] (NaHCO3), C(#N)C1=CC=C(C(=N1)C(=O)OC)C(=O)OC (Dimethyl 6-cyanopyridine-2,3-dicarboxylate), [BH4-].[Li+] (lithium borohydride), solution. The solvent is CCO (EtOH), C1CCOC1 (THF). Run at time 4 hour. The product is OCC=1C=CC(=NC1CO)C#N (5,6-Bis(hydroxymethyl)pyridine-2-carbonitrile). As a reaction SMILES: [C:1]([C:3]1[N:8]=[C:7]([C:9](OC)=[O:10])[C:6]([C:13](OC)=[O:14])=[CH:5][CH:4]=1)#[N:2].[BH4-].[Li+].C([O-])(O)=O.[Na+]>CCO.C1COCC1>[OH:14][CH2:13][C:6]1[CH:5]=[CH:4][C:3]([C:1]#[N:2])=[N:8][C:7]=1[CH2:9][OH:10] |f:1.2,3.4|. Reported procedure: To a solution of dimethyl 6-cyanopyridine-2,3-dicarboxylate from Step A (13.0 g, 59.0 mmol) in EtOH (295 mL) was added lithium borohydride (29.5 mL of a 2 M solution in THF, 59.0 mmol) dropwise. The reaction mixture was stirred at ambient temperature for 4 h, and then cooled to 0° C. Saturated aqueous NaHCO3 (200 mL) was added slowly and the quenched mixture was extracted with EtOAc (9×100 mL). The combined organic extracts were dried over Na2SO4, filtered, and concentrated in vacuo. The crude p... Reactants: C1(=CC=CC=C1)P(C1=CC=CC=C1)C1=CC=CC=C1 (triphenylphosphine), OCCC(C1=CC=CC=C1)N(C(OC(C)(C)C)=O)C (tert-butyl (3-hydroxy-1-phenylpropyl)methylcarbamate), CC(C)OC(=O)/N=N/C(=O)OC(C)C (diisopropylazodicarboxylate), FC1=C(C=CC=C1F)N1S(NC2=C1C=CC=C2)(=O)=O (1-(2,3-difluorophenyl)-1,3-dihydro-2,1,3-benzothiadiazole 2,2-dioxide). Product: FC1=C(C=CC=C1F)N1S(N(C2=C1C=CC=C2)CCC(C2=CC=CC=C2)N(C(OC(C)(C)C)=O)C)(=O)=O (tert-butyl {3-[3-(2,3-difluorophenyl)-2,2-dioxido-2,1,3-benzothiadiazol-1(3H)-yl]-1-phenylpropyl}methylcarbamate). Reaction SMILES: [F:1][C:2]1[C:7]([F:8])=[CH:6][CH:5]=[CH:4][C:3]=1[N:9]1[C:13]2[CH:14]=[CH:15][CH:16]=[CH:17][C:12]=2[NH:11][S:10]1(=[O:19])=[O:18].C1(P(C2C=CC=CC=2)C2C=CC=CC=2)C=CC=CC=1.O[CH2:40][CH2:41][CH:42]([N:49]([CH3:57])[C:50](=[O:56])[O:51][C:52]([CH3:55])([CH3:54])[CH3:53])[C:43]1[CH:48]=[CH:47][CH:46]=[CH:45][CH:44]=1.CC(OC(/N=N/C(OC(C)C)=O)=O)C>>[F:1][C:2]1[C:7]([F:8])=[CH:6][CH:5]=[CH:4][C:3]=1[N:9]1[C:13]2[CH:14]=[CH:15][CH:16]=[CH:17][C:12]=2[N:11]([CH2:40][CH2:41][CH:42]([N:49]([CH3:57])[C:50](=[O:56])[O:51][C:52]([CH3:54])([CH3:53])[CH3:55])[C:43]2[CH:48]=[CH:47][CH:46]=[CH:45][CH:44]=2)[S:10]1(=[O:18])=[O:19]. Procedure: In an analogous manner to general procedure II, 1-(2,3-difluorophenyl)-1,3-dihydro-2,1,3-benzothiadiazole 2,2-dioxide (prepared in an analogous manner as described in general procedure I, 115 mg, 0.41 mmol) was treated with triphenylphosphine (0.13 g, 0.49 mmol), tert-butyl (3-hydroxy-1-phenylpropyl)methylcarbamate (0.12 g, 0.45 mmol), and diisopropylazodicarboxylate (0.095 mL, 0.49 mmol) to provide 0.12 g tert-butyl {3-[3-(2,3-difluorophenyl)-2,2-dioxido-2,1,3-benzothiadiazol-1(3H)-yl]-1-phenyl...